From a dataset of the Open Reaction Database (ORD), a public repository of structured organic reaction records. describe an organic reaction: reactants, conditions, products, and yield Reactants: O=C([O-])[O-], CI, COc1cc(C=O)cc(I)c1O, [K+], [K+], CN(C)C=O. Product: COc1cc(C=O)cc(I)c1OC. RXN SMILES: [C:13](=[O:14])([O-:15])[O-:16].[I:19][CH3:20].[I:1][c:2]1[c:3]([OH:12])[c:4]([O:10][CH3:11])[cH:5][c:6]([CH:7]=[O:8])[cH:9]1.[K+:17].[K+:18].[O:21]=[CH:22][N:23]([CH3:24])[CH3:25]>>[I:1][c:2]1[c:3]([O:12][CH3:13])[c:4]([O:10][CH3:11])[cH:5][c:6]([CH:7]=[O:8])[cH:9]1. Reactants: C(C)N(C1=CC(=C(C=C1)NC(=O)C=1C=C(C=CC1)C(N(CCOCCOCCOCCC(=O)OC(C)(C)C)C)=O)C1=NC=CC(=C1)C(NCC1=CC(=CC=C1)C(F)(F)F)=O)CC (tert-butyl 1-(3-((4-(diethylamino)-2-(4-((3-(trifluoromethyl)benzyl)carbamoyl)pyridin-2-yl)phenyl)carbamoyl)phenyl)-2-methyl-1-oxo-5,8,11-trioxa-2-azatetradecan-14-oate), C(=O)(C(F)(F)F)O (TFA). Run in C(Cl)Cl (DCM). Reaction conditions: time 1 hour. Yields the product C(C)N(C1=CC(=C(C=C1)NC(=O)C=1C=C(C=CC1)C(N(CCOCCOCCOCCC(=O)O)C)=O)C1=NC=CC(=C1)C(NCC1=CC(=CC=C1)C(F)(F)F)=O)CC (1-(3-((4-(diethylamino)-2-(4-((3-(trifluoromethyl)benzyl)carbamoyl)pyridin-2-yl)phenyl)carbamoyl)phenyl)-2-methyl-1-oxo-5,8,11-trioxa-2-azatetradecan-14-oic acid). Reaction SMILES: [CH2:1]([N:3]([CH2:61][CH3:62])[C:4]1[CH:9]=[CH:8][C:7]([NH:10][C:11]([C:13]2[CH:14]=[C:15]([C:19](=[O:40])[N:20]([CH3:39])[CH2:21][CH2:22][O:23][CH2:24][CH2:25][O:26][CH2:27][CH2:28][O:29][CH2:30][CH2:31][C:32]([O:34]C(C)(C)C)=[O:33])[CH:16]=[CH:17][CH:18]=2)=[O:12])=[C:6]([C:41]2[CH:46]=[C:45]([C:47](=[O:60])[NH:48][CH2:49][C:50]3[CH:55]=[CH:54][CH:53]=[C:52]([C:56]([F:59])([F:58])[F:57])[CH:51]=3)[CH:44]=[CH:43][N:42]=2)[CH:5]=1)[CH3:2].C(O)(C(F)(F)F)=O>C(Cl)Cl>[CH2:61]([N:3]([CH2:1][CH3:2])[C:4]1[CH:9]=[CH:8][C:7]([NH:10][C:11]([C:13]2[CH:14]=[C:15]([C:19](=[O:40])[N:20]([CH3:39])[CH2:21][CH2:22][O:23][CH2:24][CH2:25][O:26][CH2:27][CH2:28][O:29][CH2:30][CH2:31][C:32]([OH:34])=[O:33])[CH:16]=[CH:17][CH:18]=2)=[O:12])=[C:6]([C:41]2[CH:46]=[C:45]([C:47](=[O:60])[NH:48][CH2:49][C:50]3[CH:55]=[CH:54][CH:53]=[C:52]([C:56]([F:57])([F:59])[F:58])[CH:51]=3)[CH:44]=[CH:43][N:42]=2)[CH:5]=1)[CH3:62]. Reported procedure: To a mixture of tert-butyl 1-(3-((4-(diethylamino)-2-(4-((3-(trifluoromethyl)benzyl)carbamoyl)pyridin-2-yl)phenyl)carbamoyl)phenyl)-2-methyl-1-oxo-5,8,11-trioxa-2-azatetradecan-14-oate (1.17 g) in DCM (20 mL) was added TFA (20 mL). The mixture was stirred for 1 hour, concentrated and lyophilized to give a think brown syrup. MS (ES, m/z): 808.3 [M+H]+. The reactants are C(C)(=O)OCC1=C(N2C(C(C2SC1)NC(CC=1N=C(SC1)C1=C(C=CC=C1)O)=O)=O)C(=O)O (3-[(Acetyloxy)methyl]-7-[[[2-(2-hydroxyphenyl)-4-thiazolyl]acetyl]amino]-8-oxo-5-thia-1-azabicyclo[4.2.0]oct-2-ene-2-carboxylic Acid), C1(=CC=CC=C1)C(C1=CC=CC=C1)OC(=O)C=1N2C(C(C2SCC1)NC(CC=1N=C(SC1)C1=NC=CC=C1O)=O)=O (7-[[[2-(3-Hydroxy-2-pyridinyl)-4-thiazolyl]acetyl]amino]-8-oxo-5-thia-1-azabicyclo[4.2.0]oct-2-ene-2-carboxylic Acid Diphenylmethyl Ester), [SiH](CC)(CC)CC (Et3SiH), FC(C(=O)O)(F)F (trifluoroacetic acid). Run in C(CCl)Cl (ClCH2CH2Cl). Yields the product OC=1C(=NC=CC1)C=1SC=C(N1)CC(=O)NC1C2SCC=C(N2C1=O)C(=O)O (7-[[[2-(3-Hydroxy-2-pyridinyl)-4-thiazolyl]acetyl]amino]-8-oxo-5-thia-1-azabicyclo[4.2.0]oct-2-ene-2-carboxylic Acid). Isolated yield 85.5%. As a reaction SMILES: C(OCC1CSC2N(C(=O)C2NC(=O)CC2N=C(C3C=CC=CC=3O)SC=2)C=1C(O)=O)(=O)C.C1(C([O:47][C:48]([C:50]2[N:51]3[CH:54]([S:55][CH2:56][CH:57]=2)[CH:53]([NH:58][C:59](=[O:73])[CH2:60][C:61]2[N:62]=[C:63]([C:66]4[C:71]([OH:72])=[CH:70][CH:69]=[CH:68][N:67]=4)[S:64][CH:65]=2)[C:52]3=[O:74])=[O:49])C2C=CC=CC=2)C=CC=CC=1.[SiH](CC)(CC)CC.FC(F)(F)C(O)=O>C(Cl)CCl>[OH:72][C:71]1[C:66]([C:63]2[S:64][CH:65]=[C:61]([CH2:60][C:59]([NH:58][CH:53]3[C:52](=[O:74])[N:51]4[CH:54]3[S:55][CH2:56][CH:57]=[C:50]4[C:48]([OH:49])=[O:47])=[O:73])[N:62]=2)=[N:67][CH:68]=[CH:69][CH:70]=1. Procedure details: The procedure used for the preparation of 9a was repeated with 8k (129 mg, 0.221 mmol), Et3SiH (0.353 mL, 2.21 mmol), and trifluoroacetic acid (0.681 mL, 8.84 mmol) in dry ClCH2CH2Cl (6 mL) at 0° C. under nitrogen to give 9k (79.1 mg, 86%) as a yellowish solid after crystallization from THF/CH2Cl2 /hexane. mp 170° C. (dec); IR (KBr) 3600-2800 (br), 3276, 1776, 1723, 1663 cm-1 ; 1H NMR (DMSO-d6) δ3.48 (1H, dd, J=18.9 and 6.0 Hz), 3.58 (1H, dd, J=18.9 and 2.5 Hz), 3.79 (2H, s, CH2), 5.00 (1H, d, J...